This data is from the Open Reaction Database (ORD), a public repository of structured organic reaction records. The task is: describe an organic reaction: reactants, conditions, products, and yield Starting materials: C1(CC1)C(=O)CC1=CC=C(C=C1)F (cyclopropyl-4-fluorobenzylmethanone), [BH4-].[Na+] (sodium borohydride), C(C)(=O)O (acetic acid). The solvent is C(C)O (ethanol). Run at time 6 hour. The product is C1(CC1)C(O)C1=CC=C(C=C1)F (α-Cyclopropyl-4-fluorobenzenemethanol). Reaction SMILES: [CH:1]1([C:4]([CH2:6][C:7]2[CH:12]=[CH:11][C:10]([F:13])=[CH:9][CH:8]=2)=O)[CH2:3]C1.[BH4-].[Na+].C(O)(=[O:18])C>C(O)C>[CH:4]1([CH:6]([C:7]2[CH:8]=[CH:9][C:10]([F:13])=[CH:11][CH:12]=2)[OH:18])[CH2:1][CH2:3]1 |f:1.2|. Procedure details: Add 3.2 g (0.085 mole) cyclopropyl-4-fluorobenzylmethanone to 80 ml of 3.2 g (0.085 mole) sodium borohydride partially dissolved in absolute ethanol, following the reaction by thin-layer chromatography. After about 6 hours at room temperature, cool the reaction in an ice bath and add acetic acid. Extract the mixture with methylene (3×60 ml) wash the methylene chloride extracts with saturated aqueous sodium bicarbonate solution, and dry over magnesium sulfate. Evaporate the methylene chloride ext...